From a dataset of the Open Reaction Database (ORD), a public repository of structured organic reaction records. describe an organic reaction: reactants, conditions, products, and yield Reactants: O1CCOC12CCN(CC2)C(=O)NC2=C(C(=O)OC)C=CC=C2 (methyl 2-(1,4-dioxa-8-azaspiro[4.5]decan-8-ylcarbonyl)aminobenzoate), [OH-].[Na+] (NaOH), CCOC(=O)C (EtOAc), O (water). The solvent is O1CCOCC1 (dioxane). Conditions: time 1 hour. Product: O1CCOC12CCN(CC2)C(=O)NC2=C(C(=O)O)C=CC=C2 (2-(1,4-Dioxa-8-azaspiro[4.5]decan-8-ylcarbonyl)aminobenzoic Acid). As a reaction SMILES: [O:1]1[C:5]2([CH2:10][CH2:9][N:8]([C:11]([NH:13][C:14]3[CH:23]=[CH:22][CH:21]=[CH:20][C:15]=3[C:16]([O:18]C)=[O:17])=[O:12])[CH2:7][CH2:6]2)[O:4][CH2:3][CH2:2]1.[OH-].[Na+].CCOC(C)=O.O>O1CCOCC1>[O:4]1[C:5]2([CH2:6][CH2:7][N:8]([C:11]([NH:13][C:14]3[CH:23]=[CH:22][CH:21]=[CH:20][C:15]=3[C:16]([OH:18])=[O:17])=[O:12])[CH2:9][CH2:10]2)[O:1][CH2:2][CH2:3]1 |f:1.2|. Procedure: A solution of methyl 2-(1,4-dioxa-8-azaspiro[4.5]decan-8-ylcarbonyl)aminobenzoate (2.00 g, 6.25 mmol) in dioxane (30 mL) was treated with 5 N NaOH (12.5 mL). After 1 h, the mixture was poured into EtOAc and water, and the aqueous layer was washed with EtOAc. The pH of the aqueous layer was then adjusted to 2-3 by addition of 5 N HCl and washed with EtOAc (3×). The combined organic layers were washed with brine, dried with sodium sulfate, and concentrated, yielding the title compound; which was u... Reactants: ClC=1C=C(C=CC1Cl)CC(=O)O (3,4-dichlorophenylacetic acid), NC(C(=O)OCC(C)C)CC (iso-butyl 2-aminobutyrate). The product is C(C(C)C)OC(C(CC)NC(CC1=CC(=C(C=C1)Cl)Cl)=O)=O (2-[(3,4-dichlorophenyl)acetamido]butyric acid iso-butyl ester). As a reaction SMILES: [Cl:1][C:2]1[CH:3]=[C:4]([CH2:9][C:10]([OH:12])=O)[CH:5]=[CH:6][C:7]=1[Cl:8].[NH2:13][CH:14]([CH2:22][CH3:23])[C:15]([O:17][CH2:18][CH:19]([CH3:21])[CH3:20])=[O:16]>>[CH2:18]([O:17][C:15](=[O:16])[CH:14]([NH:13][C:10](=[O:12])[CH2:9][C:4]1[CH:5]=[CH:6][C:7]([Cl:8])=[C:2]([Cl:1])[CH:3]=1)[CH2:22][CH3:23])[CH:19]([CH3:20])[CH3:21]. Procedure details: Following General Procedure BI above and using 3,4-dichlorophenylacetic acid (Aldrich) and iso-butyl 2-aminobutyrate (prepared following General Procedure BJ above) the title compound was prepared. The reaction was monitored by tlc on silica gel and purification was by filtration as described in the general procedure. Starting materials: C1CNCCN1, C[Si](C)(C)N[Si](C)(C)C, O=C(O)c1cccs1. Yields the product O=C(c1cccs1)N1CCNCC1. RXN SMILES: [CH2:9]1[CH2:10][NH:11][CH2:12][CH2:13][NH:14]1.[CH3:15][Si:16]([CH3:17])([CH3:18])[NH:19][Si:20]([CH3:21])([CH3:22])[CH3:23].[s:1]1[c:2]([C:6](=[O:7])[OH:8])[cH:3][cH:4][cH:5]1>>[s:1]1[c:2]([C:6](=[O:8])[N:11]2[CH2:10][CH2:9][NH:14][CH2:13][CH2:12]2)[cH:3][cH:4][cH:5]1. The product is C(C)(C)(C)OC(N[C@@H]1C[C@@H](C1)N1C(C(C=2C1=NC=CN2)(C)C)=O)=O (tert-butyl(cis-3-(7,7-dimethyl-6-oxo-6,7-dihydro-5H-pyrrolo[2,3-b]pyrazin-5-yl)cyclobutyl)carbamate). Reaction conditions: temperature 80 celsius, time 24 hour. The solvent is O1CCOCC1 (dioxane). Procedure: To a glass microwave reaction vessel was added tert-butyl(cis-3-(2-(3-chloropyrazin-2-yl)-2-methylpropanamido)cyclobutyl)carbamate (0.8210 g, 2.226 mmol), RuPhos Precatalyst (0.097 g, 0.134 mmol, Strem Chemicals), and sodium tert-butoxide (0.428 g, 4.45 mmol, Sigma-Aldrich Chemical Company, Inc.) in dry dioxane (2.226 ml) to stir at 80° C. for 24 h. The solvent was evaporated in vacuo. The crude product was adsorbed onto a plug of silica gel and chromatographed through a Biotage SNAP HP-silica g... The reactants are C(C)(C)(C)OC(N[C@@H]1C[C@@H](C1)NC(C(C)(C)C1=NC=CN=C1Cl)=O)=O (tert-butyl(cis-3-(2-(3-chloropyrazin-2-yl)-2-methylpropanamido)cyclobutyl)carbamate), CC(C)([O-])C.[Na+] (sodium tert-butoxide). Reaction SMILES: [C:1]([O:5][C:6](=[O:25])[NH:7][C@H:8]1[CH2:11][C@@H:10]([NH:12][C:13](=[O:24])[C:14]([C:17]2[C:22](Cl)=[N:21][CH:20]=[CH:19][N:18]=2)([CH3:16])[CH3:15])[CH2:9]1)([CH3:4])([CH3:3])[CH3:2].CC(C)([O-])C.[Na+]>CC(OC1C=CC=C(OC(C)C)C=1C1C(P(C2CCCCC2)C2CCCCC2)=CC=CC=1)C.CC(OC)(C)C.C1C=[C-]C(CCN)=CC=1.Cl[Pd+].O1CCOCC1>[C:1]([O:5][C:6](=[O:25])[NH:7][C@H:8]1[CH2:11][C@@H:10]([N:12]2[C:22]3=[N:21][CH:20]=[CH:19][N:18]=[C:17]3[C:14]([CH3:16])([CH3:15])[C:13]2=[O:24])[CH2:9]1)([CH3:4])([CH3:3])[CH3:2] |f:1.2,3.4.5.6|. Yield: 24.5%. Reagents/catalysts: CC(C)OC1=C(C(=CC=C1)OC(C)C)C2=CC=CC=C2P(C3CCCCC3)C4CCCCC4.CC(C)(C)OC.C1=CC=C([C-]=C1)CCN.Cl[Pd+] (RuPhos Precatalyst).